From a dataset of the Open Reaction Database (ORD), a public repository of structured organic reaction records. describe an organic reaction: reactants, conditions, products, and yield Reactants: [Si](C)(C)(C(C)(C)C)OC(CCCCCCC1=CC=CC=C1)C=1OC(=CN1)C1=C(C(=O)OC)C=CC=C1 (Methyl 2-(2-(1-(tert-butyldimethylsilyloxy)-7-phenylheptyl)oxazol-5-yl)benzoate), [Si](C)(C)(C(C)(C)C)OC(CCCCCCC1=CC=CC=C1)C=1OC(=CN1)[Sn](CCCC)(CCCC)CCCC (2-(1-(tert-butyldimethylsilyloxy)-7-phenylheptyl)-5-(tributylstannyl)oxazole), IC1=C(C(=O)OC)C=CC=C1 (methyl 2-iodobenzoate). Product: EtOAc hexanes, C1(=CC=CC=C1)CCCCCCC(=O)C=1OC(=CN1)C1=C(C(=O)OC)C=CC=C1 (Methyl 2-(2-(7-phenylheptanoyl)oxazol-5-yl)benzoate). Isolated yield 99.0%. RXN SMILES: [Si]([O:8][CH:9]([C:22]1[O:23][C:24]([C:27]2[CH:36]=[CH:35][CH:34]=[CH:33][C:28]=2[C:29]([O:31][CH3:32])=[O:30])=[CH:25][N:26]=1)[CH2:10][CH2:11][CH2:12][CH2:13][CH2:14][CH2:15][C:16]1[CH:21]=[CH:20][CH:19]=[CH:18][CH:17]=1)(C(C)(C)C)(C)C.[Si](OC(C1OC([Sn](CCCC)(CCCC)CCCC)=CN=1)CCCCCCC1C=CC=CC=1)(C(C)(C)C)(C)C.IC1C=CC=CC=1C(OC)=O>>[C:16]1([CH2:15][CH2:14][CH2:13][CH2:12][CH2:11][CH2:10][C:9]([C:22]2[O:23][C:24]([C:27]3[CH:36]=[CH:35][CH:34]=[CH:33][C:28]=3[C:29]([O:31][CH3:32])=[O:30])=[CH:25][N:26]=2)=[O:8])[CH:17]=[CH:18][CH:19]=[CH:20][CH:21]=1. Procedure details: Methyl 2-(2-(1-(tert-butyldimethylsilyloxy)-7-phenylheptyl)oxazol-5-yl)benzoate. The title compound was prepared from 2-(1-(tert-butyldimethylsilyloxy)-7-phenylheptyl)-5-(tributylstannyl)oxazole (166 mg, 0.251 mmol) and methyl 2-iodobenzoate following General Procedure A. Flash chromatography (2-20% EtOAc/hexanes) yielded the title compound as a clear oil (125 mg, 99%): 1H NMR (CDCl3, 400 MHz) δ 7.75 (d, 1H, J=7.6 Hz), 7.62 (d, 1H, J=8.0 Hz), 7.53 (t, 1H, J=7.6 Hz), 7.41 (t, 1H, J=7.6 Hz), 7.28-... Starting materials: [Al+3], C1CCOC1, COC(=O)NCCC(c1ccccc1)c1cccc2[nH]ccc12, [H-], [H-], [H-], [H-], [Li+]. Product: CNCCC(c1ccccc1)c1cccc2[nH]ccc12. Reaction SMILES: [Al+3:2].[CH2:30]1[O:31][CH2:32][CH2:33][CH2:34]1.[CH3:7][O:8][C:9]([NH:10][CH2:11][CH2:12][CH:13]([c:14]1[cH:15][cH:16][cH:17][cH:18][cH:19]1)[c:20]1[c:21]2[cH:22][cH:23][nH:24][c:25]2[cH:26][cH:27][cH:28]1)=[O:29].[H-:1].[H-:4].[H-:5].[H-:6].[Li+:3]>>[CH3:9][NH:10][CH2:11][CH2:12][CH:13]([c:14]1[cH:15][cH:16][cH:17][cH:18][cH:19]1)[c:20]1[c:21]2[cH:22][cH:23][nH:24][c:25]2[cH:26][cH:27][cH:28]1. Starting materials: Cl.FC1=CC=C(C(=N)N)C=C1 (4-fluorobenzamidine hydrochloride), [OH-].[Na+] (NaOH), ClC(Cl)(Cl)S (perchloromethyl mercaptan). Run in C(Cl)Cl (DCM), O (water). Reaction conditions: temperature 0 celsius, time 30 minute. Yields the product EtOAc-hexanes, ClC1=NC(=NS1)C1=CC=C(C=C1)F (5-Chloro-3-(4-fluoro-phenyl)-[1,2,4]thiadiazole). The yield is 0.0%. Reaction SMILES: Cl.[F:2][C:3]1[CH:11]=[CH:10][C:6]([C:7]([NH2:9])=[NH:8])=[CH:5][CH:4]=1.[Cl:12][C:13]([SH:16])(Cl)Cl.[OH-].[Na+]>C(Cl)Cl.O>[Cl:12][C:13]1[S:16][N:9]=[C:7]([C:6]2[CH:10]=[CH:11][C:3]([F:2])=[CH:4][CH:5]=2)[N:8]=1 |f:0.1,3.4|. Reported procedure: To a suspension of 4-fluorobenzamidine hydrochloride (0.385 g) in DCM (5 mL) was added perchloromethyl mercaptan (0.219 mL). The resulting mixture was cooled to 0° C., treated with 6 N NaOH (2 mL) and stirred for 30 min. The resulting mixture was diluted with water (10 mL) and extracted with DCM (20 mL). The organic layer was dried (MgSO4) and concentrated. Chromatography of the residue (0-20% EtOAc-hexanes) gave the title compound as a yellow-orange solid (0.43 g). Starting materials: BrC=1C=CC=2N3C4=C(C=C(C=C4C2C1)OCC(=O)N1CCC(CC1)C(=O)OCC)C(C(=C3)CC=3C=NC=CC3)=O (10-bromo-2-(4-ethoxycarbonyl-1-piperidinocarbonylmethyloxy)-5-(3-pyridylmethyl)-4H-pyrido[3,2,1-jk]carbazole-4-one), aqueous solution, [OH-].[Na+] (sodium hydroxide). The solvent is C(C)O (ethanol). Reaction conditions: time 90 minute. Yields the product BrC=1C=CC=2N3C4=C(C=C(C=C4C2C1)OCC(=O)N1CCC(CC1)C(=O)O)C(C(=C3)CC=3C=NC=CC3)=O (10-bromo-2-(4-carboxy-1-piperidinocarbonylmethyloxy)-5-(3-pyridylmethyl)-4H-pyrido[3,2,1-jk]carbazole-4-one). The yield is 42.0%. Reaction SMILES: [Br:1][C:2]1[CH:3]=[CH:4][C:5]2[N:6]3[CH:32]=[C:31]([CH2:33][C:34]4[CH:35]=[N:36][CH:37]=[CH:38][CH:39]=4)[C:30](=[O:40])[C:8]4[CH:9]=[C:10]([O:15][CH2:16][C:17]([N:19]5[CH2:24][CH2:23][CH:22]([C:25]([O:27]CC)=[O:26])[CH2:21][CH2:20]5)=[O:18])[CH:11]=[C:12]([C:13]=2[CH:14]=1)[C:7]3=4.[OH-].[Na+]>C(O)C>[Br:1][C:2]1[CH:3]=[CH:4][C:5]2[N:6]3[CH:32]=[C:31]([CH2:33][C:34]4[CH:35]=[N:36][CH:37]=[CH:38][CH:39]=4)[C:30](=[O:40])[C:8]4[CH:9]=[C:10]([O:15][CH2:16][C:17]([N:19]5[CH2:20][CH2:21][CH:22]([C:25]([OH:27])=[O:26])[CH2:23][CH2:24]5)=[O:18])[CH:11]=[C:12]([C:13]=2[CH:14]=1)[C:7]3=4 |f:1.2|. Procedure details: 10-bromo-2-(4-ethoxycarbonyl-1-piperidinocarbonylmethyloxy)-5-(3-pyridylmethyl)-4H-pyrido[3,2,1-jk]carbazole-4-one (250 mg) obtained in Example 45 was suspended in ethanol (30 ml), and to the suspension was added 1 N aqueous solution of sodium hydroxide (8 ml) and the mixture was stirred for 90 minutes at room temperature. After evaporate the solvent under reduced pressure, water and ethyl acetate were added to extract the mixture. The aqueous layer was adjusted to pH 6 by adding 1 N hydrochlori... Reactants: C[Si](C)(C)C#CC1=CC=C(C=C1)O (p-[(trimethylsilyl)ethynyl]-phenol), [OH-].[K+] (potassium hydroxide). Run in CO (methanol). Conditions: time 45 minute. Yields the product C(#C)C1=CC=C(C=C1)O (p-ethynylphenol). Isolated yield 87.3%. As a reaction SMILES: C[Si]([C:5]#[C:6][C:7]1[CH:12]=[CH:11][C:10]([OH:13])=[CH:9][CH:8]=1)(C)C.[OH-].[K+]>CO>[C:6]([C:7]1[CH:12]=[CH:11][C:10]([OH:13])=[CH:9][CH:8]=1)#[CH:5] |f:1.2|. Procedure: A solution of 382 mg of p-[(trimethylsilyl)ethynyl]-phenol (prepared according to Example 10) in 15 ml of a 1:1 mixture of methanol and 1N aqueous potassium hydroxide solution was stirred at room temperature for 45 minutes in a round flask under argon gasification. Methanol was subsequently removed on a rotary evaporator and the residue, after the addition of 30 ml of 1N hydrochloric acid, was extracted three times with 30 ml of diethyl ether each time. The organic phases were washed twice with ... The reactants are NN1C(C2=CC=CC=C2C(=N1)N1CCOCC1)=O (2-amino-4-morpholinophthalazin-1(2H)-one), ClC1=C(C=CC=C1)CC(=O)O (2-(2-chlorophenyl)acetic acid). Reported procedure: The product of Example 1B and 2-(2-chlorophenyl)acetic acid were treated using a method similar to that described in Example 111 to give the title compound. 1H NMR (500 MHz, DMSO-d6/Deuterium Oxide) δ ppm 8.32 (d, J=8.4 Hz, 1H), 8.02-8.05 (m, 1H), 7.97-8.01 (m, 1H), 7.89-7.93 (m, 1H), 7.46-7.54 (m, 2H), 7.31-7.36 (m, 2H), 3.82-3.83 (m, 6H), 3.09-3.12 (m, 4H); MS (ESI−) M/Z 397 (M−H)−. As a reaction SMILES: [NH2:1][N:2]1[N:11]=[C:10]([N:12]2[CH2:17][CH2:16][O:15][CH2:14][CH2:13]2)[C:9]2[C:4](=[CH:5][CH:6]=[CH:7][CH:8]=2)[C:3]1=[O:18].[Cl:19][C:20]1[CH:25]=[CH:24][CH:23]=[CH:22][C:21]=1[CH2:26][C:27](O)=[O:28]>>[Cl:19][C:20]1[CH:25]=[CH:24][CH:23]=[CH:22][C:21]=1[CH2:26][C:27]([NH:1][N:2]1[N:11]=[C:10]([N:12]2[CH2:17][CH2:16][O:15][CH2:14][CH2:13]2)[C:9]2[C:4](=[CH:5][CH:6]=[CH:7][CH:8]=2)[C:3]1=[O:18])=[O:28]. The product is ClC1=C(C=CC=C1)CC(=O)NN1C(C2=CC=CC=C2C(=N1)N1CCOCC1)=O (2-(2-chlorophenyl)-N-[4-(morpholin-4-yl)-1-oxophthalazin-2(1H)-yl]acetamide). The reactants are ClC1=NC2=CC(=CC(=C2C(=C1C)Cl)F)F (2,4-dichloro-5,7-difluoro-3-methylquinoline), FC=1C=C(C=NC1)B(O)O (5-fluoropyridine-3-boronic acid), C([O-])([O-])=O.[Na+].[Na+] (sodium carbonate), O1CCOCC1 (1,4-dioxane). The reagents and catalysts are Cl[Pd]([P](C1=CC=CC=C1)(C2=CC=CC=C2)C3=CC=CC=C3)([P](C4=CC=CC=C4)(C5=CC=CC=C5)C6=CC=CC=C6)Cl (PdCl2(PPh3)2). Run in O (water), C(Cl)Cl (DCM). Yields the product crude product, ClC1=C(C(=NC2=CC(=CC(=C12)F)F)C=1C=NC=C(C1)F)C (4-chloro-5,7-difluoro-2-(5-fluoropyridin-3-yl)-3-methylquinoline). As a reaction SMILES: Cl[C:2]1[C:11]([CH3:12])=[C:10]([Cl:13])[C:9]2[C:4](=[CH:5][C:6]([F:15])=[CH:7][C:8]=2[F:14])[N:3]=1.[F:16][C:17]1[CH:18]=[C:19](B(O)O)[CH:20]=[N:21][CH:22]=1.C(=O)([O-])[O-].[Na+].[Na+].O1CCOCC1>Cl[Pd](Cl)([P](C1C=CC=CC=1)(C1C=CC=CC=1)C1C=CC=CC=1)[P](C1C=CC=CC=1)(C1C=CC=CC=1)C1C=CC=CC=1.C(Cl)Cl.O>[Cl:13][C:10]1[C:9]2[C:4](=[CH:5][C:6]([F:15])=[CH:7][C:8]=2[F:14])[N:3]=[C:2]([C:19]2[CH:20]=[N:21][CH:22]=[C:17]([F:16])[CH:18]=2)[C:11]=1[CH3:12] |f:2.3.4,^1:40,59|. Procedure details: Prepared according to procedure F by stirring 2,4-dichloro-5,7-difluoro-3-methylquinoline (1 g, 4.03 mmol), 5-fluoropyridine-3-boronic acid (0.568 g, 4.03 mmol), PdCl2(PPh3)2 (0.283 g, 0.403 mmol), sodium carbonate (0.505 mL, 12.09 mmol), 1,4-dioxane (5 mL), and water (1.25 mL) at 95° C. for 3 h. Trituration of the crude product with DCM afforded 4-chloro-5,7-difluoro-2-(5-fluoropyridin-3-yl)-3-methylquinoline. Mass Spectrum (ESI) m/e=309.0 (M+1). Starting materials: NC1=NNC=N1 (3-amino-1,2,4-triazole), C(C)(C)(C)[N+]#[C-] (tert-butylisonitrile), FC1=C(C=O)C=CC=C1 (2-fluorobenzaldehyde). Solvent: Cl(=O)(=O)(=O)O (perchloric acid). The product is C(C)(C)(C)NC1=C(N=C2N1NC=N2)C2=C(C=CC=C2)F (tert-Butyl-[5-(2-fluorophenyl)-imidazo[1,2-b][1,2,4]triazol-6-yl]-amine). RXN SMILES: [NH2:1][C:2]1[N:6]=[CH:5][NH:4][N:3]=1.[C:7]([N+:11]#[C-:12])([CH3:10])([CH3:9])[CH3:8].[F:13][C:14]1[CH:21]=[CH:20][CH:19]=[CH:18][C:15]=1[CH:16]=O>Cl(O)(=O)(=O)=O>[C:7]([NH:11][C:12]1[N:3]2[NH:4][CH:5]=[N:6][C:2]2=[N:1][C:16]=1[C:15]1[CH:18]=[CH:19][CH:20]=[CH:21][C:14]=1[F:13])([CH3:10])([CH3:9])[CH3:8]. Procedure: Compound 43 was prepared in accordance with the general synthesis instructions from 1.0 ml (0.1 mmol) 3-amino-1,2,4-triazole solution (0.1 M, MC), 0.575 ml (0.115 mmol) tert-butylisonitrile solution (0.2 M, MC), 0.500 ml (0.15 mmol) 2-fluorobenzaldehyde solution (0.3 M, MC) and 10 μl perchloric acid (w=20%) in a substance library. Starting materials: FC=1C=C(C=CC1OC)CCN(C(NC=1SC(=CN1)SC(C(=O)O)(C)C)=O)[C@@H]1CC[C@H](CC1)C (2-{2-[3-[2-(3-fluoro-4-methoxy-phenyl)-ethyl]-3-(trans-4-methyl-cyclohexyl)-ureido]-thiazol-5-ylsulfanyl}-2-methyl-propionic acid), OCCC1=CC=C(C=C1)C (1-(2-hydroxy-ethyl)-4-methyl-benzene), C(C)OC(C(C)(C)SC1=CN=C(S1)N)=O (2-(2-amino-thiazol-5-ylsulfanyl)-2-methyl-propionic acid ethyl ester). Product: CC(C(=O)O)(C)SC1=CN=C(S1)NC(=O)N(CCC1=CC=C(C=C1)C)[C@@H]1CC[C@H](CC1)C (2-Methyl-2-{2-[3-(trans-4-methyl-cyclohexyl)-3-(2-p-tolyl-ethyl)-ureido]-thiazol-5-ylsulfanyl}-propionic acid). RXN SMILES: F[C:2]1[CH:3]=[C:4]([CH2:10][CH2:11][N:12]([C@H:28]2[CH2:33][CH2:32][C@H:31]([CH3:34])[CH2:30][CH2:29]2)[C:13](=[O:27])[NH:14][C:15]2[S:16][C:17]([S:20][C:21]([CH3:26])([CH3:25])[C:22]([OH:24])=[O:23])=[CH:18][N:19]=2)[CH:5]=[CH:6][C:7]=1OC.O[CH2:36]CC1C=CC(C)=CC=1.C(OC(=O)C(SC1SC(N)=NC=1)(C)C)C>>[CH3:26][C:21]([S:20][C:17]1[S:16][C:15]([NH:14][C:13]([N:12]([C@H:28]2[CH2:29][CH2:30][C@H:31]([CH3:34])[CH2:32][CH2:33]2)[CH2:11][CH2:10][C:4]2[CH:5]=[CH:6][C:7]([CH3:36])=[CH:2][CH:3]=2)=[O:27])=[N:19][CH:18]=1)([CH3:25])[C:22]([OH:24])=[O:23]. Procedure: The compound was prepared following an analogous procedure to the one described for the synthesis of 2-{2-[3-[2-(3-fluoro-4-methoxy-phenyl)-ethyl]-3-(trans-4-methyl-cyclohexyl)-ureido]-thiazol-5-ylsulfanyl}-2-methyl-propionic acid using 1-(2-hydroxy-ethyl)-4-methyl-benzene and 2-(2-amino-thiazol-5-ylsulfanyl)-2-methyl-propionic acid ethyl ester. The reactants are C[C@@H]1OC2(CC1=C)CCN(CC2)C ((-)-(S)-2,8-dimethyl-3-methylene-1-oxa-8-azaspiro[4.5]decane), C(\C=C\C(=O)O)(=O)O (fumaric acid), C(C)O (ethanol). Run at temperature 4 celsius. Product: C(\C=C\C(=O)O)(=O)O.C[C@@H]1OC2(CC1=C)CCN(CC2)C.C(\C=C\C(=O)O)(=O)O.C(\C=C\C(=O)O)(=O)O.C[C@@H]2OC1(CC2=C)CCN(CC1)C ((-)-(S)-2,8-dimethyl-3-methylene-1-oxa-8-azaspiro[4.5]decane sesquifumarate). Yield: 98.3%. RXN SMILES: [CH3:1][C@H:2]1[C:6](=[CH2:7])[CH2:5][C:4]2([CH2:12][CH2:11][N:10]([CH3:13])[CH2:9][CH2:8]2)[O:3]1.[C:14]([OH:21])(=[O:20])/[CH:15]=[CH:16]/[C:17]([OH:19])=[O:18].C(O)C>>[C:14]([OH:21])(=[O:20])/[CH:15]=[CH:16]/[C:17]([OH:19])=[O:18].[CH3:1][C@H:2]1[C:6](=[CH2:7])[CH2:5][C:4]2([CH2:12][CH2:11][N:10]([CH3:13])[CH2:9][CH2:8]2)[O:3]1.[C:14]([OH:21])(=[O:20])/[CH:15]=[CH:16]/[C:17]([OH:19])=[O:18].[C:14]([OH:21])(=[O:20])/[CH:15]=[CH:16]/[C:17]([OH:19])=[O:18].[CH3:1][C@H:2]1[C:6](=[CH2:7])[CH2:5][C:4]2([CH2:12][CH2:11][N:10]([CH3:13])[CH2:9][CH2:8]2)[O:3]1 |f:3.4.5.6.7|. Reported procedure: To 70 ml of ethanol were added 24.39 g of (-)-(S)-2,8-dimethyl-3-methylene-1-oxa-8-azaspiro[4.5]decane and 27.3 g of fumaric acid and the mixture was heated to prepare a homogeneous solution. The solution was allowed to cool and maintained at 4° C. for about 15 hours. The resulting crystals were collected by filtration and dried under reduced pressure to give 47 g of (-)-(S)-2,8-dimethyl-3-methylene-1-oxa-8-azaspiro[4.5]decane sesquifumarate.